This data is from the Open Reaction Database (ORD), a public repository of structured organic reaction records. The task is: describe an organic reaction: reactants, conditions, products, and yield The reactants are CSCCCNS(=O)(=O)C1=C(C(=CC=C1Cl)[N+](=O)[O-])Cl (N-(3-methylthiopropyl)-2,6-dichloro-3-nitrobenzenesulfonamide), [H-].[Na+] (NaH), O (water). The product is CSCCCNS(=O)(=O)C1=C(C(=CC=C1Cl)[N+](=O)[O-])O (N(3-methylthiopropyl)-6-chloro-2-hydroxy-3-nitrobenzenesulfonamide). Isolated yield 68.6%. As a reaction SMILES: [CH3:1][S:2][CH2:3][CH2:4][CH2:5][NH:6][S:7]([C:10]1[C:15]([Cl:16])=[CH:14][CH:13]=[C:12]([N+:17]([O-:19])=[O:18])[C:11]=1Cl)(=[O:9])=[O:8].[H-].[Na+].[OH2:23]>>[CH3:1][S:2][CH2:3][CH2:4][CH2:5][NH:6][S:7]([C:10]1[C:15]([Cl:16])=[CH:14][CH:13]=[C:12]([N+:17]([O-:19])=[O:18])[C:11]=1[OH:23])(=[O:9])=[O:8] |f:1.2|. Procedure: Following the general hydrolysis procedure outlined in example 15, N-(3-methylthiopropyl)-2,6-dichloro-3-nitrobenzenesulfonamide (1.0 g, 2.78 mmol), 60% NaH (330 mg, 8.13 mmol) and water (59 μL, 3.25 mmol) were reacted to form the desired product (650 mg, 69%). EI-MS (m/z) 339.86, 341.84 (M−).